Task: describe an organic reaction: reactants, conditions, products, and yield. Dataset: the Open Reaction Database (ORD), a public repository of structured organic reaction records Starting materials: Cl (hydrochloric acid), ClC1=C(OCCCOC2=CC=C(C#N)C=C2)C(=CC(=C1)OCC=C(Cl)Cl)Cl (4-{3-[2,6-dichloro-4-(3,3-dichloro-allyloxy)-phenoxy]-propoxy}-benzonitrile), [Cl-].[NH4+] (ammonium chloride), [N-]=[N+]=[N-].[Na+] (sodium azide). Solvent: CN(C=O)C (dimethylformamide). Yields the product ClC1=C(OCCCOC2=CC=C(C=C2)C=2N=NNN2)C(=CC(=C1)OCC=C(Cl)Cl)Cl (5-(4-{3-[2,6-dichloro-4-(3,3-dichloro-allyloxy)-phenoxy]-propoxy}-phenyl)-2H-tetrazole). Reaction SMILES: [Cl:1][C:2]1[CH:20]=[C:19]([O:21][CH2:22][CH:23]=[C:24]([Cl:26])[Cl:25])[CH:18]=[C:17]([Cl:27])[C:3]=1[O:4][CH2:5][CH2:6][CH2:7][O:8][C:9]1[CH:16]=[CH:15][C:12]([C:13]#[N:14])=[CH:11][CH:10]=1.[Cl-].[NH4+].[N-:30]=[N+:31]=[N-:32].[Na+].Cl>CN(C)C=O>[Cl:1][C:2]1[CH:20]=[C:19]([O:21][CH2:22][CH:23]=[C:24]([Cl:26])[Cl:25])[CH:18]=[C:17]([Cl:27])[C:3]=1[O:4][CH2:5][CH2:6][CH2:7][O:8][C:9]1[CH:10]=[CH:11][C:12]([C:13]2[N:30]=[N:31][NH:32][N:14]=2)=[CH:15][CH:16]=1 |f:1.2,3.4|. Reported procedure: 2 g of 4-{3-[2,6-dichloro-4-(3,3-dichloro-allyloxy)-phenoxy]-propoxy}-benzonitrile, 1.2 g of ammonium chloride and 1.5 g of sodium azide are stirred for 48 hours at 100° C. in 50 ml of dimethylformamide. The reaction mixture is poured onto cold dilute hydrochloric acid and extracted with ethyl acetate. Concentration of the organic phase and crystallisation from diethyl ether/hexane yield 5-(4-{3-[2,6-dichloro-4-(3,3-dichloro-allyloxy)-phenoxy]-propoxy}-phenyl)-2H-tetrazole having a melting point... Reactants: NC1=CC(=NN1C1=NC(=NC=C1)N(CCN(C)C)C)C(C)(C)C (N-[4-(5-Amino-3-tert-butyl-pyrazol-1-yl)-pyrimidin-2-yl]-N,N′,N′-trimethyl-ethane-1,2-diamine), N1=CC=CC=C1 (pyridine), N1=CC=CC=C1 (pyridine), ClC(=O)OC1=CC=CC=C1 (phenyl chloroformate), ClC(=O)OC1=CC=CC=C1 (phenyl chloroformate), ClC(=O)OC1=CC=CC=C1 (Phenyl chloroformate), N1=CC=CC=C1 (pyridine). The solvent is O (water), C(Cl)Cl (DCM). Run at temperature 0 celsius, time 16 hour. Product: C1(=CC=CC=C1)OC(NC=1N(N=C(C1)C(C)(C)C)C1=NC(=NC=C1)N(C)CCN(C)C)=O ((5-tert-Butyl-2-{2-[(2-dimethylamino-ethyl)-methyl-amino]-pyrimidin-4-yl}-2H-pyrazol-3-yl)-carbamic acid phenyl ester). Yield: 131.6%. As a reaction SMILES: [NH2:1][C:2]1[N:6]([C:7]2[CH:12]=[CH:11][N:10]=[C:9]([N:13]([CH3:19])[CH2:14][CH2:15][N:16]([CH3:18])[CH3:17])[N:8]=2)[N:5]=[C:4]([C:20]([CH3:23])([CH3:22])[CH3:21])[CH:3]=1.N1C=CC=CC=1.Cl[C:31]([O:33][C:34]1[CH:39]=[CH:38][CH:37]=[CH:36][CH:35]=1)=[O:32]>C(Cl)Cl.O>[C:34]1([O:33][C:31](=[O:32])[NH:1][C:2]2[N:6]([C:7]3[CH:12]=[CH:11][N:10]=[C:9]([N:13]([CH2:14][CH2:15][N:16]([CH3:18])[CH3:17])[CH3:19])[N:8]=3)[N:5]=[C:4]([C:20]([CH3:23])([CH3:22])[CH3:21])[CH:3]=2)[CH:39]=[CH:38][CH:37]=[CH:36][CH:35]=1. Procedure: A solution of Intermediate 140b (129 mg, 0.41 mmol) in DCM (4.1 mL) was treated with pyridine (0.046 mL, 0.57 mmol) and the mixture was cooled 0° C. Phenyl chloroformate (0.066 mL, 0.53 mmol) was added and the resulting mixture was stirred at RT for 16 h. The mixture was cooled to 0° C. and treated with pyridine (0.013 mL, 0.16 mmol) then phenyl chloroformate (0.015 mL, 0.12 mmol) and stirred at RT for a further 1.75 h. Once again the mixture was cooled to 0° C. and treated with pyridine (0.013 ... Reactants: Cl.ClCC=1C(=CC(=NC1)N(C)OC)NC (5-(chloromethyl)-N2-methoxy-N2,N4-dimethylpyridine-2,4-diamine HCl), FC1=C(C=C(N)C=C1)[N+](=O)[O-] (4-fluoro-3-nitroaniline). The solvent is N1=CC=CC=C1 (pyridine). Conditions: temperature 50 celsius, time 8 hour. Yields the product FC1=C(C=C(C=C1)NCC=1C(=CC(=NC1)N(C)OC)NC)[N+](=O)[O-] (5-((4-fluoro-3-nitrophenylamino)methyl)-N2-methoxy-N2,N4-dimethylpyridine-2,4-diamine). The yield is 60.4%. Reaction SMILES: Cl.Cl[CH2:3][C:4]1[C:5]([NH:14][CH3:15])=[CH:6][C:7]([N:10]([O:12][CH3:13])[CH3:11])=[N:8][CH:9]=1.[F:16][C:17]1[CH:23]=[CH:22][C:20]([NH2:21])=[CH:19][C:18]=1[N+:24]([O-:26])=[O:25]>N1C=CC=CC=1>[F:16][C:17]1[CH:23]=[CH:22][C:20]([NH:21][CH2:3][C:4]2[C:5]([NH:14][CH3:15])=[CH:6][C:7]([N:10]([O:12][CH3:13])[CH3:11])=[N:8][CH:9]=2)=[CH:19][C:18]=1[N+:24]([O-:26])=[O:25] |f:0.1|. Reported procedure: A mixture of the above 5-(chloromethyl)-N2-methoxy-N2,N4-dimethylpyridine-2,4-diamine HCl (3.5 g, 16.3 mmol) and 4-fluoro-3-nitroaniline (41.5 mL, 0.3 mol) in pyridine (150 mL) was stirred at 50° C. for 8 h. The reaction mixture was concentrated in vacuo to afford a crude product which was washed with H2O and dried to give 5-((4-fluoro-3-nitrophenylamino)methyl)-N2-methoxy-N2,N4-dimethylpyridine-2,4-diamine (3.3 g, 60% yield). 1H NMR (400 MHz, DMSO-d6): δ 7.83 (m, 1 H), 7.62 (s, 1 H), 7.30 (t, J... Starting materials: CC(C)(C)O, CC[O-], C[Si](C)(C)Cl, CCO[Si](OCC)(OCC)C1CCCC1, [Na+]. The product is CCO[Si](OCC)(OC(C)(C)C)C1CCCC1. Reaction SMILES: [C:16]([CH3:17])([CH3:18])([CH3:19])[OH:20].[CH3:22][CH2:23][O-:24].[CH3:25][Si:26]([CH3:27])([CH3:28])[Cl:29].[CH:1]1([Si:6]([O:7][CH2:8][CH3:9])([O:10][CH2:11][CH3:12])[O:13][CH2:14][CH3:15])[CH2:2][CH2:3][CH2:4][CH2:5]1.[Na+:21]>>[CH:1]1([Si:6]([O:7][CH2:8][CH3:9])([O:10][CH2:11][CH3:12])[O:20][C:16]([CH3:17])([CH3:18])[CH3:19])[CH2:2][CH2:3][CH2:4][CH2:5]1.